This data is from the Open Reaction Database (ORD), a public repository of structured organic reaction records. The task is: describe an organic reaction: reactants, conditions, products, and yield Starting materials: BrCC(=O)[C@@H]1[C@H](C(N1[Si](C)(C)C(C)(C)C)=O)C ((3R,4S)-4-(2-bromoacetyl)-1-(tert-butyldimethylsilyl)-3-methylazetidin-2-one), C(C)(C)(C)C=1C=CC(=NC1)N (5-(tert-butyl)pyridin-2-amine). Solvent: C(C)#N (acetonitrile). Reaction conditions: time 18 hour. Product: C(C)(C)(C)C=1C=CC=2N(C1)C=C(N2)[C@@H]2[C@H](C(N2[Si](C)(C)C(C)(C)C)=O)C ((3R,4S)-4-(6-(tert-Butyl)imidazo[1,2-a]pyridin-2-yl)-1-(tert-butyldimethylsilyl)-3-methylazetidin-2-one). RXN SMILES: Br[CH2:2][C:3]([C@H:5]1[N:8]([Si:9]([C:12]([CH3:15])([CH3:14])[CH3:13])([CH3:11])[CH3:10])[C:7](=[O:16])[C@@H:6]1[CH3:17])=O.[C:18]([C:22]1[CH:23]=[CH:24][C:25]([NH2:28])=[N:26][CH:27]=1)([CH3:21])([CH3:20])[CH3:19]>C(#N)C>[C:18]([C:22]1[CH:23]=[CH:24][C:25]2[N:26]([CH:2]=[C:3]([C@H:5]3[N:8]([Si:9]([C:12]([CH3:15])([CH3:14])[CH3:13])([CH3:11])[CH3:10])[C:7](=[O:16])[C@@H:6]3[CH3:17])[N:28]=2)[CH:27]=1)([CH3:21])([CH3:19])[CH3:20]. Procedure details: (3R,4S)-4-(2-bromoacetyl)-1-(tert-butyldimethylsilyl)-3-methylazetidin-2-one (Preparation 72, 1144 mg, 3.57 mmol) and 5-(tert-butyl)pyridin-2-amine (537 mg, 3.57 mmol) were mixed in acetonitrile (10 mL) and the reaction mixture stirred for 18 hours at room temperature, then an additional 18 hours at 65° C. to complete the dehydration. The reaction solvent was removed in vacuo and the residue was purified by silica gel column chromatography eluting with 0-100% ethyl acetate in hexanes to afford t... Starting materials: COCCN1C(=O)C(NC(=O)C(C)(F)C(=O)O)c2ccccc2-c2ccccc21, NCC(F)(F)C(F)(F)F. Product: COCCN1C(=O)C(NC(=O)C(C)(F)C(=O)NCC(F)(F)C(F)(F)F)c2ccccc2-c2ccccc21. As a reaction SMILES: [F:1][C:2]([C:3](=[O:4])[OH:5])([C:6](=[O:7])[NH:8][CH:9]1[c:10]2[c:11]([cH:25][cH:26][cH:27][cH:28]2)-[c:12]2[c:13]([cH:21][cH:22][cH:23][cH:24]2)[N:14]([CH2:17][CH2:18][O:19][CH3:20])[C:15]1=[O:16])[CH3:29].[F:30][C:31]([CH2:32][NH2:33])([C:34]([F:35])([F:36])[F:37])[F:38]>>[F:1][C:2]([C:3](=[O:5])[NH:33][CH2:32][C:31]([F:30])([C:34]([F:35])([F:36])[F:37])[F:38])([C:6](=[O:7])[NH:8][CH:9]1[c:10]2[c:11]([cH:25][cH:26][cH:27][cH:28]2)-[c:12]2[c:13]([cH:21][cH:22][cH:23][cH:24]2)[N:14]([CH2:17][CH2:18][O:19][CH3:20])[C:15]1=[O:16])[CH3:29]. Reactants: base, NaHB(OAc)3, ClC1=CC=C(C=C1)CN[C@@H]1[C@H](CCCC1)NC(CNC(C1=CC(=CC=C1)C(F)(F)F)=O)=O.C(C1=CC=CC=C1)(=O)N (benzamide N-[2-[[(1S,2S)-2-[[(4-chlorophenyl)methyl]amino]cyclohexyl]amino]-2-oxoethyl]-3-(trifluoromethyl)benzamide), C=O (formaldehyde), 4A, C(=O)(O)[O-].[Na+] (NaHCO3). The solvent is C1CCOC1 (THF). Reaction conditions: time 3 hour. Yields the product ClC1=CC=C(CN([C@@H]2[C@H](CCCC2)NC(CNC(C2=CC(=CC=C2)C(F)(F)F)=O)=O)C)C=C1.C(C1=CC=CC=C1)(=O)N (benzamide N-[2-[[(1S,2S)-2-[(4-chlorobenzyl)(methyl)amino]cyclohexyl]amino]-2-oxoethyl]-3-(trifluoromethyl)benzamide). Yield: 93.0%. Reaction SMILES: [Cl:1][C:2]1[CH:7]=[CH:6][C:5]([CH2:8][NH:9][C@H:10]2[CH2:15][CH2:14][CH2:13][CH2:12][C@@H:11]2[NH:16][C:17](=[O:32])[CH2:18][NH:19][C:20](=[O:31])[C:21]2[CH:26]=[CH:25][CH:24]=[C:23]([C:27]([F:30])([F:29])[F:28])[CH:22]=2)=[CH:4][CH:3]=1.[C:33]([NH2:41])(=[O:40])[C:34]1[CH:39]=[CH:38][CH:37]=[CH:36][CH:35]=1.C=O.C([O-])(O)=O.[Na+]>C1COCC1>[Cl:1][C:2]1[CH:7]=[CH:6][C:5]([CH2:8][N:9]([CH3:33])[C@H:10]2[CH2:15][CH2:14][CH2:13][CH2:12][C@@H:11]2[NH:16][C:17](=[O:32])[CH2:18][NH:19][C:20](=[O:31])[C:21]2[CH:26]=[CH:25][CH:24]=[C:23]([C:27]([F:30])([F:29])[F:28])[CH:22]=2)=[CH:4][CH:3]=1.[C:33]([NH2:41])(=[O:40])[C:34]1[CH:39]=[CH:38][CH:37]=[CH:36][CH:35]=1 |f:0.1,3.4,6.7|. Procedure details: The title benzamide from Example 1 (21 mg) was dissolved in THF prior to the addition of Hunigs's base (0.01 mL). Next, 37% formaldehyde (0.017 mL) was added along with 4A molecular sieves. After 3 h, NaHB(OAc)3 (38 mg) was added. This mixture was stirred an additional 2 h before the reaction was quenched-with NaHCO3 solution. This was extracted with EtOAc. The EtOAc was dried and concentrated. Reverse phase HPLC purification (gradient elution, water/acetonitrile/TFA) of the resulting residue pr...